From a dataset of the Open Reaction Database (ORD), a public repository of structured organic reaction records. describe an organic reaction: reactants, conditions, products, and yield The reactants are O=C([O-])[O-], CS(N)(=O)=O, CC(C)c1cc(C(C)C)c(-c2ccccc2P(C2CCCCC2)C2CCCCC2)c(C(C)C)c1, [Cl-], CC(Oc1cc(Cl)nc(SCc2cccc(F)c2F)n1)C1COC(C)(C)O1, [Cs+], [Cs+], [NH4+], O=C(C=Cc1ccccc1)C=Cc1ccccc1, O=C(C=Cc1ccccc1)C=Cc1ccccc1, C1COCCO1, O=C(C=Cc1ccccc1)C=Cc1ccccc1, [Pd], [Pd]. Yields the product CC(Oc1cc(NS(C)(=O)=O)nc(SCc2cccc(F)c2F)n1)C1COC(C)(C)O1. Reaction SMILES: [C:40](=[O:41])([O-:42])[O-:43].[CH3:1][S:2](=[O:3])(=[O:4])[NH2:5].[CH:6]1([P:7]([CH:8]2[CH2:9][CH2:10][CH2:11][CH2:12][CH2:13]2)[c:14]2[cH:15][cH:16][cH:17][cH:18][c:19]2-[c:20]2[c:21]([CH:22]([CH3:23])[CH3:24])[cH:25][c:26]([CH:27]([CH3:28])[CH3:29])[cH:30][c:31]2[CH:32]([CH3:33])[CH3:34])[CH2:35][CH2:36][CH2:37][CH2:38][CH2:39]1.[Cl-:73].[Cl:46][c:47]1[n:48][c:49]([S:63][CH2:64][c:65]2[c:66]([F:72])[c:67]([F:71])[cH:68][cH:69][cH:70]2)[n:50][c:51]([O:53][CH:54]([CH3:55])[CH:56]2[O:57][C:58]([CH3:61])([CH3:62])[O:59][CH2:60]2)[cH:52]1.[Cs+:44].[Cs+:45].[NH4+:74].[O:101]=[C:102]([CH:103]=[CH:104][c:105]1[cH:106][cH:107][cH:108][cH:109][cH:110]1)[CH:111]=[CH:112][c:113]1[cH:114][cH:115][cH:116][cH:117][cH:118]1.[O:119]=[C:120]([CH:121]=[CH:122][c:123]1[cH:124][cH:125][cH:126][cH:127][cH:128]1)[CH:129]=[CH:130][c:131]1[cH:132][cH:133][cH:134][cH:135][cH:136]1.[O:75]1[CH2:76][CH2:77][O:78][CH2:79][CH2:80]1.[O:83]=[C:84]([CH:85]=[CH:86][c:87]1[cH:88][cH:89][cH:90][cH:91][cH:92]1)[CH:93]=[CH:94][c:95]1[cH:96][cH:97][cH:98][cH:99][cH:100]1.[Pd:81].[Pd:82]>>[CH3:1][S:2](=[O:3])(=[O:4])[NH:5][c:47]1[n:48][c:49]([S:63][CH2:64][c:65]2[c:66]([F:72])[c:67]([F:71])[cH:68][cH:69][cH:70]2)[n:50][c:51]([O:53][CH:54]([CH3:55])[CH:56]2[O:57][C:58]([CH3:61])([CH3:62])[O:59][CH2:60]2)[cH:52]1. Reactants: [Cl-].[Na+] (sodium chloride), OC1=CC(=C(C=O)C=C1C)C (4-hydroxy-2,5-dimethylbenzaldehyde), [N+](=O)(O)[O-] (nitric acid). Run in S(O)(O)(=O)=O (sulfuric acid), S(O)(O)(=O)=O (sulfuric acid). Reaction conditions: time 30 minute. Product: OC1=C(C(=C(C=O)C=C1C)C)[N+](=O)[O-] (4-Hydroxy-2,5-dimethyl-3-nitro-benzaldehyde). RXN SMILES: [Cl-].[Na+].[OH:3][C:4]1[C:11]([CH3:12])=[CH:10][C:7]([CH:8]=[O:9])=[C:6]([CH3:13])[CH:5]=1.[N+:14]([O-])([OH:16])=[O:15]>S(=O)(=O)(O)O>[OH:3][C:4]1[C:11]([CH3:12])=[CH:10][C:7]([CH:8]=[O:9])=[C:6]([CH3:13])[C:5]=1[N+:14]([O-:16])=[O:15] |f:0.1|. Procedure details: To a −10° C. (ice and sodium chloride) solution of 4-hydroxy-2,5-dimethylbenzaldehyde (1.0 g, 6.65 mmol) in concentrated sulfuric acid (10 mL) was added dropwise 70% (concentrated) nitric acid (0.598 g, 6.65 mmol) in 2 mL concentrated sulfuric acid. The reaction stirred for approximately 30 minutes. The reaction was then poured onto crushed ice. The precipitate was collected and washed with water. The solid was then dried on a high vacuum pump to yield a white solid. Microanalysis (C9H9N1O4): ca...